This data is from the Open Reaction Database (ORD), a public repository of structured organic reaction records. The task is: describe an organic reaction: reactants, conditions, products, and yield Reactants: ClC1=C2C=CC(=NC2=NC=C1)C (5-Chloro-2-methyl-[1,8]naphthyridine), NC1=C(C=CC(=C1)OCC(=C)C)SC1=CC=C(C=C1)NC(C)=O (N-{4-[2-Amino-4-(2-methyl-allyloxy)-phenylsulfanyl]-phenyl}-acetamide). The solvent is C(C)O (ethanol). The product is CC(COC1=CC(=C(C=C1)SC1=CC=C(C=C1)NC(C)=O)NC1=CC=NC2=NC(=CC=C12)C)=C (N-{4-[4-(2-Methyl-allyloxy)-2-(7-methyl-[1,8]naphthyridin-4-ylamino)-phenylsulfanyl]-phenyl}-acetamide). As a reaction SMILES: Cl[C:2]1[CH:11]=[CH:10][N:9]=[C:8]2[C:3]=1[CH:4]=[CH:5][C:6]([CH3:12])=[N:7]2.[NH2:13][C:14]1[CH:19]=[C:18]([O:20][CH2:21][C:22]([CH3:24])=[CH2:23])[CH:17]=[CH:16][C:15]=1[S:25][C:26]1[CH:31]=[CH:30][C:29]([NH:32][C:33](=[O:35])[CH3:34])=[CH:28][CH:27]=1>C(O)C>[CH3:24][C:22](=[CH2:23])[CH2:21][O:20][C:18]1[CH:17]=[CH:16][C:15]([S:25][C:26]2[CH:31]=[CH:30][C:29]([NH:32][C:33](=[O:35])[CH3:34])=[CH:28][CH:27]=2)=[C:14]([NH:13][C:2]2[C:3]3[C:8](=[N:7][C:6]([CH3:12])=[CH:5][CH:4]=3)[N:9]=[CH:10][CH:11]=2)[CH:19]=1. Reported procedure: The product from Example 1d (30 mg, 0.17 mmol) was reacted in ethanol (1 mL) with the product from Example 234a (55 mg, 0.17 mmol) for 18 h following the procedure from Example 1g giving the crude title compound which was purified by HPLC with TFA providing the product as a trifluoroacetic acid salt (12 mg, 25%). 1H NMR (300 MHz, DMSO-d6) δ ppm: 1.76 (s, 3H) 2.02 (s, 3H), 2.75 (s, 3H), 4.52 (s, 2H), 4.98 (s, 1H), 5.05 (s, 1H), 6.30 (d, J=7.35 Hz, 1H), 7.04-7.19 (m, 4H), 7.36 (s, 1H), 7.41 (d, J=... Reactants: O=C=Nc1ccccc1Cl, ClCCl, COc1cc(C)cc(OC)c1C1=NC(N)C(=O)N(C)c2ccccc21. Product: COc1cc(C)cc(OC)c1C1=NC(NC(=O)Nc2ccccc2Cl)C(=O)N(C)c2ccccc21. As a reaction SMILES: [Cl:26][c:27]1[c:28]([N:33]=[C:34]=[O:35])[cH:29][cH:30][cH:31][cH:32]1.[Cl:36][CH2:37][Cl:38].[NH2:1][CH:2]1[C:3](=[O:25])[N:4]([CH3:24])[c:5]2[c:6]([cH:20][cH:21][cH:22][cH:23]2)[C:7]([c:9]2[c:10]([O:18][CH3:19])[cH:11][c:12]([CH3:17])[cH:13][c:14]2[O:15][CH3:16])=[N:8]1>>[NH:1]([CH:2]1[C:3](=[O:25])[N:4]([CH3:24])[c:5]2[c:6]([cH:20][cH:21][cH:22][cH:23]2)[C:7]([c:9]2[c:10]([O:18][CH3:19])[cH:11][c:12]([CH3:17])[cH:13][c:14]2[O:15][CH3:16])=[N:8]1)[C:34]([NH:33][c:28]1[c:27]([Cl:26])[cH:32][cH:31][cH:30][cH:29]1)=[O:35]. The product is C#Cc1cc(C#N)cc(Br)c1N. Reactants: C[Si](C)(C)C#Cc1cc(C#N)cc(Br)c1N, C1CCOC1, O. RXN SMILES: [NH2:1][c:2]1[c:3]([Br:16])[cH:4][c:5]([C:6]#[N:7])[cH:8][c:9]1[C:10]#[C:11][Si:12]([CH3:13])([CH3:14])[CH3:15].[O:17]1[CH2:18][CH2:19][CH2:20][CH2:21]1.[OH2:22]>>[NH2:1][c:2]1[c:3]([Br:16])[cH:4][c:5]([C:6]#[N:7])[cH:8][c:9]1[C:10]#[CH:11].